This data is from the Open Reaction Database (ORD), a public repository of structured organic reaction records. The task is: describe an organic reaction: reactants, conditions, products, and yield Starting materials: CN=C=O (methylisocyanate), C(C)(=O)[O-].C(C)(=O)[O-].C(CCC)[Sn+2]CCCC (dibutyltin diacetate), N(O)=C1SCOC1C (4-oximino-5-methyl-1,3-oxathiolane). The solvent is C(C)OCC (ethyl ether). Yields the product CNC(=O)ON=C1SCOC1C (4-(methylcarbamoyloximino)-5-methyl-1,3-oxathiolane). As a reaction SMILES: [N:1](=[C:3]1[CH:7]([CH3:8])[O:6][CH2:5][S:4]1)[OH:2].[CH3:9][N:10]=[C:11]=[O:12].C([O-])(=O)C.C([O-])(=O)C.C([Sn+2]CCCC)CCC>C(OCC)C>[CH3:9][NH:10][C:11]([O:2][N:1]=[C:3]1[CH:7]([CH3:8])[O:6][CH2:5][S:4]1)=[O:12] |f:2.3.4|. Reported procedure: A quantity of 4.3 grams of 4-oximino-5-methyl-1,3-oxathiolane was caused to react with 3.5 ml of methylisocyanate in the presence of dibutyltin diacetate in ethyl ether and worked up as described in Example I to give 6 grams of crude 4-(methylcarbamoyloximino)-5-methyl-1,3-oxathiolane. Recrystallization from isopropyl ether/ethyl acetate afforded pure syn isomer, mp 70.0°-71.5°; structure confirmed by spectral analysis. The reactants are C(C)NCC (Diethylamine), OC1=CC=C(C=C1)C1=CC=C(C=C1)C(=O)OCC (ethyl 4′-hydroxybiphenyl-4-carboxylate), BrCC(=O)OCC (ethyl bromoacetate), C([O-])([O-])=O.[K+].[K+] (potassium carbonate). The solvent is CN(C=O)C (N,N-dimethylformamide). Run at temperature 60 celsius, time 1 hour. The product is C(C)OC(=O)COC1=CC=C(C=C1)C1=CC=C(C=C1)C(=O)OCC (ethyl 4′-ethoxycarbonylmethoxybiphenyl-4-carboxylate). The yield is 99.8%. RXN SMILES: [OH:1][C:2]1[CH:7]=[CH:6][C:5]([C:8]2[CH:13]=[CH:12][C:11]([C:14]([O:16][CH2:17][CH3:18])=[O:15])=[CH:10][CH:9]=2)=[CH:4][CH:3]=1.Br[CH2:20][C:21]([O:23][CH2:24][CH3:25])=[O:22].C(=O)([O-])[O-].[K+].[K+].C(NCC)C>CN(C)C=O>[CH2:24]([O:23][C:21]([CH2:20][O:1][C:2]1[CH:3]=[CH:4][C:5]([C:8]2[CH:13]=[CH:12][C:11]([C:14]([O:16][CH2:17][CH3:18])=[O:15])=[CH:10][CH:9]=2)=[CH:6][CH:7]=1)=[O:22])[CH3:25] |f:2.3.4|. Procedure: A mixture of ethyl 4′-hydroxybiphenyl-4-carboxylate (2.262 g), ethyl bromoacetate (1.871 g) and potassium carbonate (1.940 g) in N,N-dimethylformamide (50 mL) was stirred at 60° C. for 1 hr. Diethylamine (6.820 g) was added to the reaction mixture. After being stirred at room temperature for 30 minutes, the mixture was partitioned between ethyl acetate and water. The organic layer was washed successively with water and brine, and dried over anhydrous magnesium sulfate. The solvent was evaporated... Reactants: CN1N=C(C=2C1=NC=C(C2)C(=O)NC(=O)NC2=CC(=C(OCC(=O)OCC)C=C2)C(F)(F)F)C (ethyl 2-[4-({[(1,3-dimethypyrazolo[5,4-b]pyridin-5-yl)carbonyl-amino]carbonyl}amino)-2-(trifluoromethyl)phenoxy]acetate), [OH-].[Na+] (sodium hydroxide). The solvent is CN(C)C=O (DMF). Reaction conditions: time 1.25 hour. Yields the product CN1N=C(C=2C1=NC=C(C2)C(=O)NC(=O)NC2=CC(=C(OCC(=O)[O-])C=C2)C(F)(F)F)C.[Na+] (Sodium 2-[4-({[(1,3-Dimethypyrazolo[5,4-b]pyridin-5-yl)carbonylamino]-carbonyl}amino)-2-(trifluoromethyl)phenoxy]acetate). RXN SMILES: [CH3:1][N:2]1[C:6]2=[N:7][CH:8]=[C:9]([C:11]([NH:13][C:14]([NH:16][C:17]3[CH:29]=[CH:28][C:20]([O:21][CH2:22][C:23]([O:25]CC)=[O:24])=[C:19]([C:30]([F:33])([F:32])[F:31])[CH:18]=3)=[O:15])=[O:12])[CH:10]=[C:5]2[C:4]([CH3:34])=[N:3]1.[OH-].[Na+:36]>CN(C=O)C>[CH3:1][N:2]1[C:6]2=[N:7][CH:8]=[C:9]([C:11]([NH:13][C:14]([NH:16][C:17]3[CH:29]=[CH:28][C:20]([O:21][CH2:22][C:23]([O-:25])=[O:24])=[C:19]([C:30]([F:33])([F:32])[F:31])[CH:18]=3)=[O:15])=[O:12])[CH:10]=[C:5]2[C:4]([CH3:34])=[N:3]1.[Na+:36] |f:1.2,4.5|. Reported procedure: A solution of ethyl 2-[4-({[(1,3-dimethypyrazolo[5,4-b]pyridin-5-yl)carbonyl-amino]carbonyl}amino)-2-(trifluoromethyl)phenoxy]acetate (0.11 g) in DMF (3 mL) was treated with 5N sodium hydroxide solution (1.6 mL). The mixture was stirred at room temperature for 1.25 h, and then concentrated under reduced pressure. The residue was taken up in water (4 mL), filtered, and the filtrate was cooled in an ice-bath and acidified to pH 4 with concentrated hydrochloric acid. The precipitated solid was coll... Reactants: [H-].[Al+3].[Li+].[H-].[H-].[H-] (Lithium aluminum hydride), O (water), [H-].[Al+3].[Li+].[H-].[H-].[H-] (lithium aluminum hydride), O (water), C(C)OC(CCC1(C2=CC=CC=C2C=2C=CC=CC12)CCC1(C2=CC=CC=C2C=2C=CC=CC12)CCC(=O)OCC)=O (3-(9-{2-[9-(2-Ethoxycarbonyl-ethyl)-9H-fluoren-9-yl]-ethyl}-9H-fluoren-9-yl)-propionic acid ethyl ester), diester, [OH-].[Na+] (NaOH). Solvent: CCOCC (ether), CCOCC (ether), C(C)(=O)OCC (ethyl acetate). Run at time 8 hour. Product: OCCCC1(C2=CC=CC=C2C=2C=CC=CC12)CCC1(C2=CC=CC=C2C=2C=CC=CC12)CCCO (3-(9-{2-[9-(3-Hydroxy-propyl)-9H-fluoren-9-yl]-ethyl}-9H-fluoren-9-yl)-propan-1-ol). The yield is 91.8%. As a reaction SMILES: [H-].[Al+3].[Li+].[H-].[H-].[H-].C([O:9][C:10](=O)[CH2:11][CH2:12][C:13]1([CH2:26][CH2:27][C:28]2([CH2:41][CH2:42][C:43](OCC)=[O:44])[C:40]3[CH:39]=[CH:38][CH:37]=[CH:36][C:35]=3[C:34]3[C:29]2=[CH:30][CH:31]=[CH:32][CH:33]=3)[C:25]2[CH:24]=[CH:23][CH:22]=[CH:21][C:20]=2[C:19]2[C:14]1=[CH:15][CH:16]=[CH:17][CH:18]=2)C.O.[OH-].[Na+]>CCOCC.C(OCC)(=O)C>[OH:9][CH2:10][CH2:11][CH2:12][C:13]1([CH2:26][CH2:27][C:28]2([CH2:41][CH2:42][CH2:43][OH:44])[C:29]3[CH:30]=[CH:31][CH:32]=[CH:33][C:34]=3[C:35]3[C:40]2=[CH:39][CH:38]=[CH:37][CH:36]=3)[C:25]2[CH:24]=[CH:23][CH:22]=[CH:21][C:20]=2[C:19]2[C:14]1=[CH:15][CH:16]=[CH:17][CH:18]=2 |f:0.1.2.3.4.5,8.9|. Procedure details: A 2-neck 1-Liter round bottom flask was equipped with a condenser, a magnetic stir bar and an addition funnel. The flask was charged with 100 mL of anhydrous ether. Lithium aluminum hydride (2.30 g) was then carefully added to the flask. 3-(9-{2-[9-(2-Ethoxycarbonyl-ethyl)-9H-fluoren-9-yl]-ethyl}-9H-fluoren-9-yl)-propionic acid ethyl ester (11.3 g, 20.2 mmol) was suspended in 100 mL of anhydrous ether and added to the addition funnel. The suspension of diester was then added dropwise to the rapi... Starting materials: CCO, COC(=O)c1ccc2c(c1)nc(-c1ccccc1)c1nc(NC3CC3)ncc12, Cl, [Na+], [OH-], O. Yields the product O=C(O)c1ccc2c(c1)nc(-c1ccccc1)c1nc(NC3CC3)ncc12. As a reaction SMILES: [CH3:33][CH2:34][OH:35].[CH:1]1([NH:4][c:5]2[n:6][cH:7][c:8]3[c:9]([c:10](-[c:22]4[cH:23][cH:24][cH:25][cH:26][cH:27]4)[n:11][c:12]4[cH:13][c:14]([C:18](=[O:19])[O:20][CH3:21])[cH:15][cH:16][c:17]34)[n:28]2)[CH2:2][CH2:3]1.[ClH:32].[Na+:30].[OH-:29].[OH2:31]>>[CH:1]1([NH:4][c:5]2[n:6][cH:7][c:8]3[c:9]([c:10](-[c:22]4[cH:23][cH:24][cH:25][cH:26][cH:27]4)[n:11][c:12]4[cH:13][c:14]([C:18](=[O:19])[OH:20])[cH:15][cH:16][c:17]34)[n:28]2)[CH2:2][CH2:3]1. The reactants are C(CC(C)C)=O (isovaleraldehyde), N[C@H]1[C@@H]2[C@]3(CC=CCC3CC[C@H]2[C@@H]2CC[C@@H]([C@@]2(C)C1)C(=O)OC)C (Methyl 11α-amino-androst-2-ene-17β-carboxylate), [BH4-].[Na+] (sodium borohydride). Run in CO (methanol). Reaction conditions: time 0.5 hour. Yields the product CC(CCN[C@H]1[C@@H]2[C@]3(CC=CC[C@@H]3CC[C@H]2[C@@H]2CC[C@@H]([C@@]2(C)C1)C(=O)OC)C)C (Methyl 11α-(3-methylbutylamino)-5α-androst-2-ene-17β-carboxylate). Reaction SMILES: [NH2:1][C@@H:2]1[CH2:19][C@@:17]2([CH3:18])[C@@H:13]([CH2:14][CH2:15][C@@H:16]2[C:20]([O:22][CH3:23])=[O:21])[C@H:12]2[C@H:3]1[C@:4]1([CH3:24])[CH:9]([CH2:10][CH2:11]2)[CH2:8][CH:7]=[CH:6][CH2:5]1.[CH:25](=O)[CH2:26][CH:27]([CH3:29])[CH3:28].[BH4-].[Na+]>CO>[CH3:28][CH:27]([CH3:29])[CH2:26][CH2:25][NH:1][C@@H:2]1[CH2:19][C@@:17]2([CH3:18])[C@@H:13]([CH2:14][CH2:15][C@@H:16]2[C:20]([O:22][CH3:23])=[O:21])[C@H:12]2[C@H:3]1[C@:4]1([CH3:24])[C@@H:9]([CH2:10][CH2:11]2)[CH2:8][CH:7]=[CH:6][CH2:5]1 |f:2.3|. Reported procedure: Methyl 11α-amino-androst-2-ene-17β-carboxylate (1.46 g) was dissolved in methanol (20 ml) and isovaleraldehyde (1.29 ml) was added in three portions. After stirring for 1 h at room temperature sodium borohydride (0.45 g) was added in several portions to avoid excessive gas evolution and the reaction mixture was stirred for 1/2 h. The methanol was removed at reduced pressure and the residual gum was partitioned between ethyl acetate and water. The layers were separated and the organic phase was w... Reactants: [Si](C)(C)(C(C)(C)C)OCCCN1C(N(C2=C(C1=O)C(=C(N=C2)Cl)C(C2=CC=CC=C2)O)C)=O (3-(3-(tert-butyldimethylsilyloxy)propyl)-6-chloro-5-(hydroxy(phenyl)methyl)-1-methylpyrido[3,4-d]pyrimidine-2,4(1H,3H)-dione), FC(OC=1C=C(C=CC1)B(O)O)(F)F (3-(trifluoromethoxy)phenylboronic acid), [O-]P(=O)([O-])[O-].[K+].[K+].[K+] (K3PO4). The reagents and catalysts are C1=CC=C(C=C1)P([C-]2C=CC=C2)C3=CC=CC=C3.C1=CC=C(C=C1)P([C-]2C=CC=C2)C3=CC=CC=C3.Cl[Pd]Cl.[Fe+2] (Pd(dppf)Cl2). The solvent is O1CCOCC1 (dioxane), O (water). Yields the product [Si](C)(C)(C(C)(C)C)OCCCN1C(N(C2=C(C1=O)C(=C(N=C2)C2=CC(=CC=C2)OC(F)(F)F)C(C2=CC=CC=C2)O)C)=O (3-(3-(tert-butyldimethylsilyloxy)propyl)-5-(hydroxyl(phenyl)methyl)-1-methyl-6-(3-(trifluoromethoxy)phenyl)pyrido[3,4-d]pyrimidine-2,4(1H,3H)-dione). The yield is 43.7%. Reaction SMILES: [Si:1]([O:8][CH2:9][CH2:10][CH2:11][N:12]1[C:17](=[O:18])[C:16]2[C:19]([CH:24]([OH:31])[C:25]3[CH:30]=[CH:29][CH:28]=[CH:27][CH:26]=3)=[C:20](Cl)[N:21]=[CH:22][C:15]=2[N:14]([CH3:32])[C:13]1=[O:33])([C:4]([CH3:7])([CH3:6])[CH3:5])([CH3:3])[CH3:2].[F:34][C:35]([F:47])([F:46])[O:36][C:37]1[CH:38]=[C:39](B(O)O)[CH:40]=[CH:41][CH:42]=1.[O-]P([O-])([O-])=O.[K+].[K+].[K+]>O1CCOCC1.O.C1C=CC(P(C2C=CC=CC=2)[C-]2C=CC=C2)=CC=1.C1C=CC(P(C2C=CC=CC=2)[C-]2C=CC=C2)=CC=1.Cl[Pd]Cl.[Fe+2]>[Si:1]([O:8][CH2:9][CH2:10][CH2:11][N:12]1[C:17](=[O:18])[C:16]2[C:19]([CH:24]([OH:31])[C:25]3[CH:30]=[CH:29][CH:28]=[CH:27][CH:26]=3)=[C:20]([C:39]3[CH:40]=[CH:41][CH:42]=[C:37]([O:36][C:35]([F:34])([F:46])[F:47])[CH:38]=3)[N:21]=[CH:22][C:15]=2[N:14]([CH3:32])[C:13]1=[O:33])([C:4]([CH3:7])([CH3:6])[CH3:5])([CH3:3])[CH3:2] |f:2.3.4.5,8.9.10.11|. Procedure: To a solution of 3-(3-(tert-butyldimethylsilyloxy)propyl)-6-chloro-5-(hydroxy(phenyl)methyl)-1-methylpyrido[3,4-d]pyrimidine-2,4(1H,3H)-dione (400 mg, 0.817 mmol), 3-(trifluoromethoxy)phenylboronic acid (336.9 mg, 1.635 mmol), aq. 2M K3PO4 (2 ml, 4.085 mmol) in dioxane (10 mL) and water (2 mL) was added Pd(dppf)Cl2 (21 mg, 0.0288 mmol). The reaction was degassed with nitrogen (3×), heated at 120° C. (MW) for 2 h, cooled to RT, diluted with EA (20 mL) and water (8 mL) and filtered through Celite....